Dataset: the Open Reaction Database (ORD), a public repository of structured organic reaction records. Task: describe an organic reaction: reactants, conditions, products, and yield Reactants: CC(C)(C)[Si](C)(C)OC1CCC(OC2CCCCO2)C1, C1CCOC1, CCCC[N+](CCCC)(CCCC)CCCC, [F-], O. The product is OC1CCC(OC2CCCCO2)C1. Reaction SMILES: [C:1]([Si:2]([CH3:3])([CH3:4])[O:6][CH:7]1[CH2:8][CH:9]([O:12][CH:13]2[O:14][CH2:15][CH2:16][CH2:17][CH2:18]2)[CH2:10][CH2:11]1)([CH3:5])([CH3:19])[CH3:20].[CH2:40]1[O:41][CH2:42][CH2:43][CH2:44]1.[CH3:22][CH2:23][CH2:24][CH2:25][N+:26]([CH2:27][CH2:28][CH2:29][CH3:30])([CH2:31][CH2:32][CH2:33][CH3:34])[CH2:35][CH2:36][CH2:37][CH3:38].[F-:21].[OH2:39]>>[OH:6][CH:7]1[CH2:8][CH:9]([O:12][CH:13]2[O:14][CH2:15][CH2:16][CH2:17][CH2:18]2)[CH2:10][CH2:11]1. Starting materials: CCO, CCOC(=O)C1(CC(=O)O)N=C(c2ccc(Cl)cc2)c2c(sc(C)c2C)-n2c(C)nnc21, [Na+], [OH-]. The product is Cc1sc2c(c1C)C(c1ccc(Cl)cc1)=NC(CC(=O)O)c1nnc(C)n1-2. Reaction SMILES: [CH3:35][CH2:36][OH:37].[Cl:1][c:2]1[cH:3][cH:4][c:5]([C:8]2=[N:9][C:10]([CH2:24][C:25](=[O:26])[OH:27])([C:28]([O:29][CH2:30][CH3:31])=[O:32])[c:11]3[n:12]([c:20]([CH3:23])[n:21][n:22]3)-[c:13]3[c:14]2[c:15]([CH3:19])[c:16]([CH3:18])[s:17]3)[cH:6][cH:7]1.[Na+:34].[OH-:33]>>[Cl:1][c:2]1[cH:3][cH:4][c:5]([C:8]2=[N:9][CH:10]([CH2:24][C:25](=[O:26])[OH:27])[c:11]3[n:12]([c:20]([CH3:23])[n:21][n:22]3)-[c:13]3[c:14]2[c:15]([CH3:19])[c:16]([CH3:18])[s:17]3)[cH:6][cH:7]1. Reactants: N#CCC(=O)O, CCN=C=NCCCN(C)C, CCOC(C)=O, ClC(Cl)Cl, ClCCl, Cl, Cl, NCc1ccc(Cl)nc1. Yields the product N#CCC(=O)NCc1ccc(Cl)nc1. RXN SMILES: [C:1](#[N:2])[CH2:3][C:4](=[O:5])[OH:6].[CH3:17][N:18]([CH3:19])[CH2:20][CH2:21][CH2:22][N:23]=[C:24]=[N:25][CH2:26][CH3:27].[CH3:29][CH2:30][O:31][C:32](=[O:33])[CH3:34].[CH:35]([Cl:36])([Cl:37])[Cl:38].[Cl:39][CH2:40][Cl:41].[ClH:16].[ClH:28].[NH2:7][CH2:8][c:9]1[cH:10][cH:11][c:12]([Cl:15])[n:13][cH:14]1>>[C:1](#[N:2])[CH2:3][C:4](=[O:6])[NH:7][CH2:8][c:9]1[cH:10][cH:11][c:12]([Cl:15])[n:13][cH:14]1. Reactants: [Li]CCCC, COc1cccc2ccoc12, O=CC1CC1, C1CCOC1, O. Yields the product COc1cccc2cc(C(O)C3CC3)oc12. As a reaction SMILES: [CH2:12]([Li:13])[CH2:14][CH2:15][CH3:16].[CH3:1][O:2][c:3]1[cH:4][cH:5][cH:6][c:7]2[cH:8][cH:9][o:10][c:11]12.[CH:17]1([CH:20]=[O:21])[CH2:18][CH2:19]1.[O:23]1[CH2:24][CH2:25][CH2:26][CH2:27]1.[OH2:22]>>[CH3:1][O:2][c:3]1[cH:4][cH:5][cH:6][c:7]2[cH:8][c:9]([CH:20]([CH:17]3[CH2:18][CH2:19]3)[OH:21])[o:10][c:11]12. The reactants are Cc1ccc(OCc2ccc(Cl)cc2C(=O)O)cc1, Cl, COC(=O)c1ccc(C(C)N)cc1. Yields the product COC(=O)c1ccc(C(C)NC(=O)c2cc(Cl)ccc2COc2ccc(C)cc2)cc1. RXN SMILES: [Cl:1][c:2]1[cH:3][cH:4][c:5]([CH2:11][O:12][c:13]2[cH:14][cH:15][c:16]([CH3:19])[cH:17][cH:18]2)[c:6]([C:7](=[O:8])[OH:9])[cH:10]1.[ClH:20].[NH2:21][CH:22]([CH3:23])[c:24]1[cH:25][cH:26][c:27]([C:28](=[O:29])[O:30][CH3:31])[cH:32][cH:33]1>>[Cl:1][c:2]1[cH:3][cH:4][c:5]([CH2:11][O:12][c:13]2[cH:14][cH:15][c:16]([CH3:19])[cH:17][cH:18]2)[c:6]([C:7](=[O:9])[NH:21][CH:22]([CH3:23])[c:24]2[cH:25][cH:26][c:27]([C:28](=[O:29])[O:30][CH3:31])[cH:32][cH:33]2)[cH:10]1. Reactants: FC(C(CN1C(C2=CC=CC=C2C1=O)=O)(C)O)(F)F (2-(3,3,3-trifluoro-2-hydroxy-2-methylpropyl)isoindoline-1,3-dione), [H-].[Na+] (NaH), CI (methyl iodide). The solvent is C1CCOC1 (THF). Conditions: temperature 25 celsius. The product is FC(C(CN1C(C2=CC=CC=C2C1=O)=O)(C)OC)(F)F (2-(3,3,3-Trifluoro-2-methoxy-2-methylpropyl)isoindoline-1,3-dione). Reaction SMILES: [F:1][C:2]([F:19])([F:18])[C:3]([OH:17])([CH3:16])[CH2:4][N:5]1[C:13](=[O:14])[C:12]2[C:7](=[CH:8][CH:9]=[CH:10][CH:11]=2)[C:6]1=[O:15].[H-].[Na+].[CH3:22]I>C1COCC1>[F:19][C:2]([F:1])([F:18])[C:3]([O:17][CH3:22])([CH3:16])[CH2:4][N:5]1[C:6](=[O:15])[C:7]2[C:12](=[CH:11][CH:10]=[CH:9][CH:8]=2)[C:13]1=[O:14] |f:1.2|. Procedure: To a stirring solution of 2-(3,3,3-trifluoro-2-hydroxy-2-methylpropyl)isoindoline-1,3-dione (250 mg, 0.915 mmol)) at 0° C. in THF (8 ml), NaH (80 mg, 2 mmol) was added. After 30 minutes methyl iodide (1.299, 9.15 mmol) was added. The reaction mixture was left stirring in a ice-bath and allowed to warm to 25° C. over 3.5 hours. The reaction was quenched with sat. NH4Cl and the mixture extracted with DCM. The organic extract was separated using a phase separator and purification by chromatography ... Starting materials: [I-].C[S+](=O)(C)C (trimethylsulphoxonium iodide), ClC=1C=CC(=NC1)C(=O)C1=NC=C(C=C1)Cl (bis-(5-chloropyrid-2-yl)ketone), [I-].C[S+](=O)(C)C (trimethylsulphoxonium iodide), CCCCCCCCCCCCCC[N+](C)(C)C (cetrimide), [OH-].[Na+] (sodium hydroxide). Solvent: O (water), O (water), ClC(C)(Cl)Cl (1,1,1-trichloroethane). Yields the product ClC=1C=CC(=NC1)C1(OC1)C1=NC=C(C=C1)Cl (2,2-bis-(5-chloro-pyrid-2-yl)oxirane). As a reaction SMILES: [Cl:1][C:2]1[CH:3]=[CH:4][C:5]([C:8]([C:10]2[CH:15]=[CH:14][C:13]([Cl:16])=[CH:12][N:11]=2)=[O:9])=[N:6][CH:7]=1.[I-].[CH3:18][S+](C)(C)=O.CCCCCCCCCCCCCC[N+](C)(C)C.[OH-].[Na+]>O.ClC(Cl)(Cl)C>[Cl:16][C:13]1[CH:14]=[CH:15][C:10]([C:8]2([C:5]3[CH:4]=[CH:3][C:2]([Cl:1])=[CH:7][N:6]=3)[CH2:18][O:9]2)=[N:11][CH:12]=1 |f:1.2,4.5|. Procedure details: A mixture of bis-(5-chloropyrid-2-yl)ketone (0.8 g), trimethylsulphoxonium iodide (0.84 g), cetrimide (0.08 g) and sodium hydroxide (3 g) in water (16 ml) and 1,1,1-trichloroethane (30 ml) was stirred vigorously and heated at 70° to 75° C. for 2.5 hours. Further trimethylsulphoxonium iodide (0.86 g) was added and the mixture heated at 75° to 80° C. for a further 2 hours. The mixture was cooled, diluted with water (10 ml) and extracted with dichloromethane (3×20 ml). The combined organic extracts...